From a dataset of the Open Reaction Database (ORD), a public repository of structured organic reaction records. describe an organic reaction: reactants, conditions, products, and yield The reactants are C(=O)C1=CNC2=CC(=CC=C12)C(=O)OC (methyl 3-formylindole-6-carboxylate), C(C)(=O)C=P(C1=CC=CC=C1)(C1=CC=CC=C1)C1=CC=CC=C1 (acetylmethylene triphenylphosphorane). Solvent: O1CCOCC1 (1,4-dioxane). Yields the product O=C(C=CC1=CNC2=CC(=CC=C12)C(=O)OC)C (methyl 3-(3-oxo-1-butenyl)indole-6-carboxylate). Yield: 17.0%. As a reaction SMILES: [CH:1]([C:3]1[C:11]2[C:6](=[CH:7][C:8]([C:12]([O:14][CH3:15])=[O:13])=[CH:9][CH:10]=2)[NH:5][CH:4]=1)=O.[C:16]([CH:19]=P(C1C=CC=CC=1)(C1C=CC=CC=1)C1C=CC=CC=1)(=[O:18])[CH3:17]>O1CCOCC1>[O:18]=[C:16]([CH3:19])[CH:17]=[CH:1][C:3]1[C:11]2[C:6](=[CH:7][C:8]([C:12]([O:14][CH3:15])=[O:13])=[CH:9][CH:10]=2)[NH:5][CH:4]=1. Reported procedure: To a stirred solution of methyl 3-formylindole-6-carboxylate (368 mg) in 1,4-dioxane (10 ml) was added acetylmethylene triphenylphosphorane (1.15 g), and the mixture was stirred under reflux for 12 hours. The resulting mixture was evaporated in vacuo, redissolved with ethyl acetate and washed with 1N hydrochloric acid and brine. The organic phase was dried over sodium sulfate and evaporated in vacuo. The residue was chromatographed on silica gel eluting with a mixture of chloroform and ethyl ace... Reactants: COCC(C)Nc1nccc(-c2cc(F)c(N(C)C)cc2Cl)c1[N+](=O)[O-], O, Cl[Sn]Cl. The product is COCC(C)Nc1nccc(-c2cc(F)c(N(C)C)cc2Cl)c1N. RXN SMILES: [Cl:1][c:2]1[c:3](-[c:12]2[c:13]([N+:24]([O-:25])=[O:26])[c:14]([NH:18][CH:19]([CH2:20][O:21][CH3:22])[CH3:23])[n:15][cH:16][cH:17]2)[cH:4][c:5]([F:11])[c:6]([N:8]([CH3:9])[CH3:10])[cH:7]1.[OH2:30].[Sn:27]([Cl:28])[Cl:29]>>[Cl:1][c:2]1[c:3](-[c:12]2[c:13]([NH2:24])[c:14]([NH:18][CH:19]([CH2:20][O:21][CH3:22])[CH3:23])[n:15][cH:16][cH:17]2)[cH:4][c:5]([F:11])[c:6]([N:8]([CH3:9])[CH3:10])[cH:7]1. The reactants are C(C)[Mg]Br (ethylmagnesium bromide), O1C(CCCC1)O[C@H](C#C)CCCCC ((3S)-3-(2-tetrahydropyranyloxy)-1-octyne), C(OCC)(OCC)OCC (triethyl orthoformate), [Mg] (magnesium), C(C)Br (ethyl bromide), [Cl-].[NH4+] (ammonium chloride). Run in CCOCC (ether), CCOCC (ether). Reaction conditions: time 1 hour. The product is C(C)OC(C#C[C@H](CCCCC)OC1OCCCC1)OCC ((4S)-1,1-diethoxy-4-(2-tetrahydropyranyloxy)-2-nonyne). RXN SMILES: C([Mg]Br)C.[Mg].C(Br)C.[O:9]1[CH2:14][CH2:13][CH2:12][CH2:11][CH:10]1[O:15][C@@H:16]([CH2:19][CH2:20][CH2:21][CH2:22][CH3:23])[C:17]#[CH:18].[CH:24](OCC)([O:28][CH2:29][CH3:30])[O:25][CH2:26][CH3:27].[Cl-].[NH4+]>CCOCC>[CH2:26]([O:25][CH:24]([O:28][CH2:29][CH3:30])[C:18]#[C:17][C@@H:16]([O:15][CH:10]1[CH2:11][CH2:12][CH2:13][CH2:14][O:9]1)[CH2:19][CH2:20][CH2:21][CH2:22][CH3:23])[CH3:27] |f:5.6|. Procedure details: A solution of ethylmagnesium bromide in 400 ml. of ether is prepared in the usual manner from magnesium (12.2 g., 0.5 mole) and ethyl bromide (56.5 g., 0.52 mole). To this solution, (3S)-3-(2-tetrahydropyranyloxy)-1-octyne (88.2 g., 0.42 mole) is added dropwise with stirring during one hour. The reaction mixture is stirred an additional 45 minutes, and there is added triethyl orthoformate (81.4 g., 0.55 mole) dropwise during 30 minutes. The mixture is then refluxed 16 hours. It is poured into 50... Starting materials: Cc1cnc(CCl)c(C)c1Cl, Nc1nc(Cl)c2nc[nH]c2n1, [K+], [K+], O=C([O-])[O-], CN(C)C=O, O. Product: Cc1cnc(Cn2cnc3c(Cl)nc(N)nc32)c(C)c1Cl. RXN SMILES: [Cl:12][c:13]1[c:14]([CH3:22])[c:15]([CH2:20][Cl:21])[n:16][cH:17][c:18]1[CH3:19].[Cl:1][c:2]1[c:3]2[n:4][cH:5][nH:6][c:7]2[n:8][c:9]([NH2:11])[n:10]1.[K+:23].[K+:24].[O-:25][C:26]([O-:27])=[O:28].[O:29]=[CH:30][N:31]([CH3:32])[CH3:33].[OH2:34]>>[Cl:1][c:2]1[c:3]2[n:4][cH:5][n:6]([CH2:20][c:15]3[c:14]([CH3:22])[c:13]([Cl:12])[c:18]([CH3:19])[cH:17][n:16]3)[c:7]2[n:8][c:9]([NH2:11])[n:10]1. Reactants: OC(C(CCl)(Cl)Cl)NC(CC)=O (N-(1-hydroxy-2,2,3-trichloropropyl)-propionamide), S(=O)(Cl)Cl (thionyl chloride). The product is ClC(C(CCl)(Cl)Cl)NC(CC)=O (N-(1,2,2,3-tetrachloro-n-propyl)-propionamide). Reaction SMILES: O[CH:2]([NH:8][C:9](=[O:12])[CH2:10][CH3:11])[C:3]([Cl:7])([Cl:6])[CH2:4][Cl:5].S(Cl)([Cl:15])=O>>[Cl:15][CH:2]([NH:8][C:9](=[O:12])[CH2:10][CH3:11])[C:3]([Cl:7])([Cl:6])[CH2:4][Cl:5]. Reported procedure: 5.8 gm of N-(1-hydroxy-2,2,3-trichloropropyl)-propionamide were admixed with 20 ml of thionyl chloride, and the mixture was refluxed for 30 minutes. Subsequently, the reaction mixture was evaporated in vacuo. The crude N-(1,2,2,3-tetrachloro-n-propyl)-propionamide thus obtained was dissolved in 30 ml of tetrahydrofuran, and, while stirring, the solution was added to a solution of 1.75 gm of 1,2,4-triazole and 4.2 ml of triethylamine in 30 ml of tetrahydrofuran. After standing for 3 hours at room... The reactants are CC(=O)O[BH-](OC(C)=O)OC(C)=O, CC(=O)O, CC(C)Oc1ccc(-c2nc(-c3cccc4c(CC=O)cn(C)c34)no2)cc1Cl, ClCCl, CCOC(=O)CN, [Na+]. Product: CCOC(=O)CNCCc1cn(C)c2c(-c3noc(-c4ccc(OC(C)C)c(Cl)c4)n3)cccc12. RXN SMILES: [C:41]([O:42][BH-:43]([O:44][C:45](=[O:46])[CH3:47])[O:48][C:49](=[O:50])[CH3:51])(=[O:52])[CH3:53].[CH3:37][C:38](=[O:39])[OH:40].[Cl:1][c:2]1[cH:3][c:4](-[c:12]2[n:13][c:14](-[c:17]3[cH:18][cH:19][cH:20][c:21]4[c:22]([CH2:27][CH:28]=[O:29])[cH:23][n:24]([CH3:26])[c:25]34)[n:15][o:16]2)[cH:5][cH:6][c:7]1[O:8][CH:9]([CH3:10])[CH3:11].[Cl:55][CH2:56][Cl:57].[NH2:30][CH2:31][C:32](=[O:33])[O:34][CH2:35][CH3:36].[Na+:54]>>[Cl:1][c:2]1[cH:3][c:4](-[c:12]2[n:13][c:14](-[c:17]3[cH:18][cH:19][cH:20][c:21]4[c:22]([CH2:27][CH2:28][NH:30][CH2:31][C:32](=[O:33])[O:34][CH2:35][CH3:36])[cH:23][n:24]([CH3:26])[c:25]34)[n:15][o:16]2)[cH:5][cH:6][c:7]1[O:8][CH:9]([CH3:10])[CH3:11]. Starting materials: COc1cc(N2CCOCC2)nc(Cl)c1[N+](=O)[O-], Cl. The product is COc1cc(N2CCOCC2)nc(Cl)c1N. Reaction SMILES: [Cl:1][c:2]1[c:3]([N+:16]([O-:17])=[O:18])[c:4]([O:14][CH3:15])[cH:5][c:6]([N:8]2[CH2:9][CH2:10][O:11][CH2:12][CH2:13]2)[n:7]1.[ClH:19]>>[Cl:1][c:2]1[c:3]([NH2:16])[c:4]([O:14][CH3:15])[cH:5][c:6]([N:8]2[CH2:9][CH2:10][O:11][CH2:12][CH2:13]2)[n:7]1. Starting materials: BrC1=CC=2C(C3=CC(=CC=C3C2C=C1)I)(CC=C)CC=C (2-bromo-7-iodo-9,9-diprop-2-enylfluorene), IC1=CC=2C(C3=CC(=CC=C3C2C=C1)I)(CC=C)CC=C (2,7-diiodo-9,9-diprop-2-enylfluorene), C1(=CC=CC=C1)NC1=CC=CC=C1 (diphenylamine), C([O-])([O-])=O.[K+].[K+] (potassium carbonate), C1=CC(=CC=C1Cl)Cl (dichlorobenzene). Reagents/catalysts: [Cu] (copper bronze), [Cu]I (copper(I) iodide). Solvent: C1(=CC=CC=C1)C (toluene), C(Cl)Cl (methylene chloride). Reaction conditions: time 7 hour. Product: BrC1=CC=2C(C3=CC(=CC=C3C2C=C1)N(C1=CC=CC=C1)C1=CC=CC=C1)(CC=C)CC=C (2-Bromo-7-(diphenylamino)-9,9-diprop-2-enylfluorene). Isolated yield 55.0%. As a reaction SMILES: [Br:1][C:2]1[CH:14]=[CH:13][C:12]2[C:11]3[C:6](=[CH:7][C:8](I)=[CH:9][CH:10]=3)[C:5]([CH2:19][CH:20]=[CH2:21])([CH2:16][CH:17]=[CH2:18])[C:4]=2[CH:3]=1.IC1C=CC2C3C(=CC(I)=CC=3)C(CC=C)(CC=C)C=2C=1.[C:43]1([NH:49][C:50]2[CH:55]=[CH:54][CH:53]=[CH:52][CH:51]=2)[CH:48]=[CH:47][CH:46]=[CH:45][CH:44]=1.C(=O)([O-])[O-].[K+].[K+].C1C(Cl)=CC=C(Cl)C=1>C(Cl)Cl.[Cu].[Cu]I.C1(C)C=CC=CC=1>[Br:1][C:2]1[CH:14]=[CH:13][C:12]2[C:11]3[C:6](=[CH:7][C:8]([N:49]([C:50]4[CH:51]=[CH:52][CH:53]=[CH:54][CH:55]=4)[C:43]4[CH:48]=[CH:47][CH:46]=[CH:45][CH:44]=4)=[CH:9][CH:10]=3)[C:5]([CH2:19][CH:20]=[CH2:21])([CH2:16][CH:17]=[CH2:18])[C:4]=2[CH:3]=1 |f:3.4.5|. Procedure: A mixture of 2-bromo-7-iodo-9,9-diprop-2-enylfluorene (major component) and 2,7-diiodo-9,9-diprop-2-enylfluorene (45.3 g, 0.1 mol), diphenylamine (17.0 g, 0.1 mol), potassium carbonate (30.38 g, 0.22 mol), copper bronze (4.8 g, 76 mmol), copper(I) iodide (1.0 g, 5.25 mmol), dichlorobenzene (85 mL) and toluene (50 mL), was heated to reflux, and toluene and water were distilled off to get a reaction temperature of 182-183° C. After 7 hours, the reaction was cooled, diluted with 100 mL methylene ch... Yields the product ClC1=C(C=C2CC(C(C2=C1Cl)=O)(CCC)CCC(C)=O)CC(=O)O ([6,7-Dichloro-2,3-dihydro-1-oxo-2-(3-oxobutyl)-2-propyl-1H-inden-5-yl]acetic acid). The solvent is C(Cl)Cl (methylene chloride), C(Cl)Cl (methylene chloride). Procedure: [6,7-Dichloro-2-(3-chloro-2-butenyl)-2,3-dihydro-1-oxo-2-propyl-1H-inden-5-yl]acetic acid (6 g, 0.0154 mole) dissolved in methylene chloride (65 ml) was added with rapid stirring to a mixture of H2SO4 (75 ml) and methylene chloride (35 ml) chilled in an ice bath. After stirring 1 hour at ice bath temperature the mixture was poured over ice and extracted with diethyl ether. The ether extracts were washed with water, dried over MgSO4 and concentrated under vacuum. The residue was recrystallized fr... Conditions: time 1 hour. RXN SMILES: [Cl:1][C:2]1[C:10]([Cl:11])=[C:9]2[C:5]([CH2:6][C:7]([CH2:16][CH:17]=[C:18](Cl)[CH3:19])([CH2:13][CH2:14][CH3:15])[C:8]2=[O:12])=[CH:4][C:3]=1[CH2:21][C:22]([OH:24])=[O:23].[OH:25]S(O)(=O)=O>C(Cl)Cl>[Cl:1][C:2]1[C:10]([Cl:11])=[C:9]2[C:5]([CH2:6][C:7]([CH2:16][CH2:17][C:18](=[O:25])[CH3:19])([CH2:13][CH2:14][CH3:15])[C:8]2=[O:12])=[CH:4][C:3]=1[CH2:21][C:22]([OH:24])=[O:23]. Reactants: ClC1=C(C=C2CC(C(C2=C1Cl)=O)(CCC)CC=C(C)Cl)CC(=O)O ([6,7-Dichloro-2-(3-chloro-2-butenyl)-2,3-dihydro-1-oxo-2-propyl-1H-inden-5-yl]acetic acid), OS(=O)(=O)O (H2SO4). Starting materials: BrB(Br)Br, CCOC(C)=O, COc1cc(C)cc(C)c1-c1cccc2c(N(CC3CC3)CC3CC3)c(SC)nn12, ClCCl, ClCCl, O. The product is CSc1nn2c(-c3c(C)cc(C)cc3O)cccc2c1N(CC1CC1)CC1CC1. As a reaction SMILES: [B:4]([Br:5])([Br:6])[Br:7].[CH3:39][CH2:40][O:41][C:42](=[O:43])[CH3:44].[CH:8]1([CH2:11][N:12]([c:13]2[c:14]([S:32][CH3:33])[n:15][n:16]3[c:17]2[cH:18][cH:19][cH:20][c:21]3-[c:22]2[c:23]([O:30][CH3:31])[cH:24][c:25]([CH3:29])[cH:26][c:27]2[CH3:28])[CH2:34][CH:35]2[CH2:36][CH2:37]2)[CH2:9][CH2:10]1.[Cl:1][CH2:2][Cl:3].[Cl:45][CH2:46][Cl:47].[OH2:38]>>[CH:8]1([CH2:11][N:12]([c:13]2[c:14]([S:32][CH3:33])[n:15][n:16]3[c:17]2[cH:18][cH:19][cH:20][c:21]3-[c:22]2[c:23]([OH:30])[cH:24][c:25]([CH3:29])[cH:26][c:27]2[CH3:28])[CH2:34][CH:35]2[CH2:36][CH2:37]2)[CH2:9][CH2:10]1.